Dataset: the Open Reaction Database (ORD), a public repository of structured organic reaction records. Task: describe an organic reaction: reactants, conditions, products, and yield The reactants are C[Si](C)(C)[N-][Si](C)(C)C.[Na+] (sodium bis(trimethylsilyl)amide), [I-].IC[P+](C1=CC=CC=C1)(C1=CC=CC=C1)C1=CC=CC=C1 ((iodomethyl)triphenylphosphonium iodide), C(C)C(C=O)(CC)C (2-ethyl-2-methyl-butanal). Run in O1CCCC1 (tetrahydrofuran), O1CCCC1 (tetrahydrofuran). Reaction conditions: temperature -78 celsius, time 1 hour. Yields the product C(C)C(\C=C/I)(CC)C ((Z)-3-Ethyl-3-methyl-1-iodo-1-pentene). Isolated yield 62.0%. RXN SMILES: [I-].[I:2][CH2:3][P+](C1C=CC=CC=1)(C1C=CC=CC=1)C1C=CC=CC=1.C[Si]([N-][Si](C)(C)C)(C)C.[Na+].[CH2:33]([C:35]([CH3:40])([CH2:38][CH3:39])[CH:36]=O)[CH3:34]>O1CCCC1>[CH2:33]([C:35]([CH3:40])([CH2:38][CH3:39])/[CH:36]=[CH:3]\[I:2])[CH3:34] |f:0.1,2.3|. Reported procedure: A suspension of (iodomethyl)triphenylphosphonium iodide (0.530 g, 1 mmol) in tetrahydrofuran (3 mL) was treated dropwise at room temperature with sodium bis(trimethylsilyl)amide (1 mL, 1M solution in THF, 1 mmol) for 2-3 minutes. The solution was then cooled to −78° C. and a solution of 2-ethyl-2-methyl-butanal (0.100 g, 0.88 mmol) in tetrahydrofuran was added dropwise. The cooling bath was removed and stirring continued at room temperature for 1 hour. The reaction mixture was diluted with hexan... Starting materials: [OH-].[K+] (potassium hydroxide), FC(C=1C=C2C(=NC1)N(C=C2)CC2=CC=NC=C2)(F)F.CCC(=O)[O-] (5-trifluoromethyl-1-[(4-pyridyl)methyl]-1H-pyrrolo[2,3-b]pyridine 2-ethyl carboxylate). Solvent: O (water), C(C)O (ethanol). Conditions: time 4 hour. Yields the product FC(C=1C=C2C(=NC1)N(C(=C2)C(=O)O)CC2=CC=NC=C2)(F)F (5-Trifluoromethyl-1-[(4-pyridyl)methyl]-1H-pyrrolo[2,3-b]pyridine-2-carboxylic acid). The yield is 73.4%. RXN SMILES: [OH-].[K+].[F:3][C:4]([F:22])([F:21])[C:5]1[CH:6]=[C:7]2[CH:13]=[CH:12][N:11]([CH2:14][C:15]3[CH:20]=[CH:19][N:18]=[CH:17][CH:16]=3)[C:8]2=[N:9][CH:10]=1.CC[C:25]([O-:27])=[O:26]>O.C(O)C>[F:22][C:4]([F:21])([F:3])[C:5]1[CH:6]=[C:7]2[CH:13]=[C:12]([C:25]([OH:27])=[O:26])[N:11]([CH2:14][C:15]3[CH:20]=[CH:19][N:18]=[CH:17][CH:16]=3)[C:8]2=[N:9][CH:10]=1 |f:0.1,2.3|. Reported procedure: A solution of 0.39 g (6.87 mmol) of potassium hydroxide in 2 mL of water is added to a solution, in 30 mL of ethanol, of 0.8 g (2.29 mmol) of 5-trifluoromethyl-1-[(4-pyridyl)methyl]-1H-pyrrolo[2,3-b]pyridine-2-ethyl carboxylate, obtained in Stage 9.1. The mixture is stirred for four hours under reflux. After this time the reaction mixture is concentrated at reduced pressure, and is then taken up in 40 mL of water. The reaction mixture is acidified to pH 5 by successive additions of concentrated ...